Task: describe an organic reaction: reactants, conditions, products, and yield. Dataset: the Open Reaction Database (ORD), a public repository of structured organic reaction records Reactants: CCc1cccc(NC#N)c1, Clc1ccccc1, Cl, Nc1cccc2ccccc12. Product: CCc1cccc(NC(=N)Nc2cccc3ccccc23)c1. Reaction SMILES: [CH2:1]([CH3:2])[c:3]1[cH:4][c:5]([NH:9][C:10]#[N:11])[cH:6][cH:7][cH:8]1.[Cl:24][c:25]1[cH:26][cH:27][cH:28][cH:29][cH:30]1.[ClH:12].[c:13]1([NH2:23])[cH:14][cH:15][cH:16][c:17]2[cH:18][cH:19][cH:20][cH:21][c:22]12>>[CH2:1]([CH3:2])[c:3]1[cH:4][c:5]([NH:9][C:10](=[NH:11])[NH:23][c:13]2[cH:14][cH:15][cH:16][c:17]3[cH:18][cH:19][cH:20][cH:21][c:22]23)[cH:6][cH:7][cH:8]1. Starting materials: C(C1=CC=CC=C1)OC(C(CCOCC1=CC=CC=C1)(C)OC1=CC2=C(C3=NC(=CN3CCO2)C=2N(N=C(N2)C)C(C)C)C=C1)=O (4-benzyloxy-2-[2-(2-isopropyl-5-methyl-2H-[1,2,4]triazol-3-yl)-4,5-dihydro-6-oxa-1,3a-diazabenzo[e]azulen-8-yloxy]-2-methylbutyric acid benzyl ester), [C@@H]([C@H](C(=O)[O-])O)(C(=O)[O-])O.[Na+].[K+] (Rochelle's salt), [H-].[H-].[H-].[H-].[Li+].[Al+3] (LiAlH4), CCOC(=O)C (EtOAc). Solvent: C1CCOC1 (THF), C1CCOC1 (THF). Run at time 2.5 hour. The product is C(C1=CC=CC=C1)OCCC(CO)(C)OC1=CC2=C(C3=NC(=CN3CCO2)C=2N(N=C(N2)C)C(C)C)C=C1 (4-Benzyloxy-2-[2-(2-isopropyl-5-methyl-2H-[1,2,4]triazol-3-yl)-4,5-dihydro-6-oxa-1,3a-diazabenzo[e]azulen-8-yloxy]-2-methylbutan-1-ol). The yield is 96.6%. As a reaction SMILES: [H-].[H-].[H-].[H-].[Li+].[Al+3].C([O:14][C:15](=O)[C:16]([O:28][C:29]1[CH:51]=[CH:50][C:32]2[C:33]3[N:37]([CH2:38][CH2:39][O:40][C:31]=2[CH:30]=1)[CH:36]=[C:35]([C:41]1[N:42]([CH:47]([CH3:49])[CH3:48])[N:43]=[C:44]([CH3:46])[N:45]=1)[N:34]=3)([CH3:27])[CH2:17][CH2:18][O:19][CH2:20][C:21]1[CH:26]=[CH:25][CH:24]=[CH:23][CH:22]=1)C1C=CC=CC=1.CCOC(C)=O.[C@H](O)(C([O-])=O)[C@@H](O)C([O-])=O.[Na+].[K+]>C1COCC1>[CH2:20]([O:19][CH2:18][CH2:17][C:16]([O:28][C:29]1[CH:51]=[CH:50][C:32]2[C:33]3[N:37]([CH2:38][CH2:39][O:40][C:31]=2[CH:30]=1)[CH:36]=[C:35]([C:41]1[N:42]([CH:47]([CH3:49])[CH3:48])[N:43]=[C:44]([CH3:46])[N:45]=1)[N:34]=3)([CH3:27])[CH2:15][OH:14])[C:21]1[CH:22]=[CH:23][CH:24]=[CH:25][CH:26]=1 |f:0.1.2.3.4.5,8.9.10|. Procedure details: To a suspension of LiAlH4 (4.4 mg, 0.116 mmol) in THF (1 mL) was added a solution of 4-benzyloxy-2-[2-(2-isopropyl-5-methyl-2H-[1,2,4]triazol-3-yl)-4,5-dihydro-6-oxa-1,3a-diazabenzo[e]azulen-8-yloxy]-2-methylbutyric acid benzyl ester (36 mg, 0.058 mmol) in THF (2 mL) and stirring at RT was continued for 2.5 h. To the reaction mixture was added EtOAc (0.5 mL) and stirring was continued for 10 min. An aqueous solution of Rochelle's salt was then added and the aqueous phase was extracted with EtOAc... The reactants are COC(=O)CN1CCN(C(COCc2cc(C(F)(F)F)cc(C(F)(F)F)c2)c2ccccc2[N+](=O)[O-])CC1, CO, Cl[Sn]Cl. Yields the product COC(=O)CN1CCN(C(COCc2cc(C(F)(F)F)cc(C(F)(F)F)c2)c2ccccc2N)CC1. RXN SMILES: [CH3:1][O:2][C:3]([CH2:4][N:5]1[CH2:6][CH2:7][N:8]([CH:11]([CH2:12][O:13][CH2:14][c:15]2[cH:16][c:17]([C:25]([F:26])([F:27])[F:28])[cH:18][c:19]([C:21]([F:22])([F:23])[F:24])[cH:20]2)[c:29]2[c:30]([N+:35]([O-:36])=[O:37])[cH:31][cH:32][cH:33][cH:34]2)[CH2:9][CH2:10]1)=[O:38].[CH3:42][OH:43].[Sn:39]([Cl:40])[Cl:41]>>[CH3:1][O:2][C:3]([CH2:4][N:5]1[CH2:6][CH2:7][N:8]([CH:11]([CH2:12][O:13][CH2:14][c:15]2[cH:16][c:17]([C:25]([F:26])([F:27])[F:28])[cH:18][c:19]([C:21]([F:22])([F:23])[F:24])[cH:20]2)[c:29]2[c:30]([NH2:35])[cH:31][cH:32][cH:33][cH:34]2)[CH2:9][CH2:10]1)=[O:38]. Reactants: COC=1C=C2C(=CC=NC2=CC1OC)OC1=CC=C(C=C1)N (6,7-Dimethoxy-4-(4-aminophenoxy)quinoline), [N+](=O)([O-])C1=CC=C(C=C1)N=C=O (4-nitrophenyl isocyanate). Solvent: C1(=CC=CC=C1)C (toluene). The product is COC=1C=C2C(=CC=NC2=CC1OC)OC1=CC=C(C=C1)NC(=O)NC1=CC=C(C=C1)[N+](=O)[O-] (N-{4-[(6,7-Dimethoxy-4-quinolinyl)oxy]phenyl}-N'-(4-nitrophenyl)urea). Isolated yield 88.1%. Reaction SMILES: [CH3:1][O:2][C:3]1[CH:4]=[C:5]2[C:10](=[CH:11][C:12]=1[O:13][CH3:14])[N:9]=[CH:8][CH:7]=[C:6]2[O:15][C:16]1[CH:21]=[CH:20][C:19]([NH2:22])=[CH:18][CH:17]=1.[N+:23]([C:26]1[CH:31]=[CH:30][C:29]([N:32]=[C:33]=[O:34])=[CH:28][CH:27]=1)([O-:25])=[O:24]>C1(C)C=CC=CC=1>[CH3:1][O:2][C:3]1[CH:4]=[C:5]2[C:10](=[CH:11][C:12]=1[O:13][CH3:14])[N:9]=[CH:8][CH:7]=[C:6]2[O:15][C:16]1[CH:17]=[CH:18][C:19]([NH:22][C:33]([NH:32][C:29]2[CH:28]=[CH:27][C:26]([N+:23]([O-:25])=[O:24])=[CH:31][CH:30]=2)=[O:34])=[CH:20][CH:21]=1. Procedure: 6,7-Dimethoxy-4-(4-aminophenoxy)quinoline (103 mg) was dissolved in toluene (10 ml) with heat, 4-nitrophenyl isocyanate (366 mg) was added, and the admixture was refluxed with heat for 60 minutes. The separated crystals were filtered and washed with toluene to obtain 141 mg of the title compound (yield: 88%). Product: C1(=CC=CC=C1)C=1C=C(C=NC1)N1C2CN3CC(CC(C1)C3)C2 (4-(5-phenylpyridin-3-yl)-1,4-diazatricyclo[4.3.1.13,8]undecane). As a reaction SMILES: Br[C:2]1[CH:3]=[C:4]([N:8]2[CH2:16][CH:15]3[CH2:17][N:11]4[CH2:12][CH:13]([CH2:18][CH:9]2[CH2:10]4)[CH2:14]3)[CH:5]=[N:6][CH:7]=1.[C:19]1(B(O)O)[CH:24]=[CH:23][CH:22]=[CH:21][CH:20]=1>>[C:19]1([C:2]2[CH:3]=[C:4]([N:8]3[CH2:16][CH:15]4[CH2:17][N:11]5[CH2:12][CH:13]([CH2:18][CH:9]3[CH2:10]5)[CH2:14]4)[CH:5]=[N:6][CH:7]=2)[CH:24]=[CH:23][CH:22]=[CH:21][CH:20]=1. Procedure: The title compound was prepared from the product of Example 65A and phenylboronic acid according to General Method B: 1H NMR (500 MHz, CDCl3) δ ppm 6 ppm 8.14 (d, 2 H), 7.56 (d, 2 H), 7.46 (t, 2 H), 7.39 (t, 1 H), 7.10 (s, 1 H), 3.73-3.37 (m, 5 H), 3.05-2.97 (m, 3 H), 2.27-2.17 (m, 4 H), 1.88-1.77 (m, 3 H); LC-MS Method D (ESI+) m/z 306.0 (M+H)+, retention time 1.28 minutes. The reactants are BrC=1C=C(C=NC1)N1C2CN3CC(CC(C1)C3)C2 (4-(5-Bromopyridin-3-yl)-1,4-diazatricyclo[4.3.1.13,8]undecane), C1(=CC=CC=C1)B(O)O (phenylboronic acid). Reactants: [H-].[Na+] (NaH), FC=1C=C(C=CC1)O (3-fluorophenol), ClC1=NC2=C(C=CC=C2C=C1)C1=CC=2C(NCCC2N1)=O (2-(2-chloroquinolin-8-yl)-6,7-dihydro-1H-pyrrolo[3,2-c]pyridin-4(5H)-one). Reaction conditions: temperature 85 celsius. The product is FC=1C=C(OC2=NC3=C(C=CC=C3C=C2)C2=CC=3C(NCCC3N2)=O)C=CC1 (2-(2-(3-fluorophenoxy)-8-quinolinyl)-1,5,6,7-tetrahydro-4H-pyrrolo[3,2-c]pyridin-4-one). Isolated yield 17.9%. RXN SMILES: [H-].[Na+].[F:3][C:4]1[CH:5]=[C:6]([OH:10])[CH:7]=[CH:8][CH:9]=1.Cl[C:12]1[CH:21]=[CH:20][C:19]2[C:14](=[C:15]([C:22]3[NH:30][C:29]4[CH2:28][CH2:27][NH:26][C:25](=[O:31])[C:24]=4[CH:23]=3)[CH:16]=[CH:17][CH:18]=2)[N:13]=1>>[F:3][C:4]1[CH:5]=[C:6]([CH:7]=[CH:8][CH:9]=1)[O:10][C:12]1[CH:21]=[CH:20][C:19]2[C:14](=[C:15]([C:22]3[NH:30][C:29]4[CH2:28][CH2:27][NH:26][C:25](=[O:31])[C:24]=4[CH:23]=3)[CH:16]=[CH:17][CH:18]=2)[N:13]=1 |f:0.1|. Reported procedure: Prepared according to Example 103, using NaH as a 60% dispersion in mineral oil (47.0 mg, 1.176 mmol, Sigma Aldrich), 3-fluorophenol (108 μl, 1.176 mmol, Sigma Aldrich), and 2-(2-chloroquinolin-8-yl)-6,7-dihydro-1H-pyrrolo[3,2-c]pyridin-4(5H)-one (Example 1; 50 mg, 0.168 mmol) and heating to 85° C. for 17 h. Purification by reverse-phase HPLC (Phenomenex Gemini column, 10 micron, C18, 100 Å, 150×30 mm, 0.1% TFA in ACN/H2O, gradient 5% to 90%) to provide 2-(2-(3-fluorophenoxy)-8-quinolinyl)-1,5,6...